Dataset: the Open Reaction Database (ORD), a public repository of structured organic reaction records. Task: describe an organic reaction: reactants, conditions, products, and yield Starting materials: C1(C=2C(C(N1CCS(=O)(=O)NC=1C=C3C=C(NC3=CC1)C(=O)N1CCN(CC1)C1=NC=CC=C1NC(C)C)=O)=CC=CC2)=O (1-[5-(2-Phthalimidoethanesulfonamido)indole-2-carbonyl]-4-[3-(1-methylethylamino)-2-pyridinyl]piperazine), C1(C=2C(C(N1CCS(=O)(=O)NC1(N=C3C=CC=CC3=C1)C(=O)C1C(CCNC1)N(C1=NC=CC=C1NC(C)C)C)=O)=CC=CC2)=O (5-(2-(phthalimidoethanesulfonamido)indole -2-carbonyl]-4-[N -methyl-N-(3-(1-methylethylamino)-2pyridinyl)amino]-piperidine). Product: NCCS(=O)(=O)NC=1C=C2C=C(NC2=CC1)C(=O)N1CCN(CC1)C1=NC=CC=C1NC(C)C (1-[5-(2-Aminoethanesulfonamido)indole-2-carbonyl]-4-[3-(1-methylethylamino)-2-pyridinyl]piperazine). As a reaction SMILES: C1(=O)[N:5]([CH2:6][CH2:7][S:8]([NH:11][C:12]2[CH:13]=[C:14]3[C:18](=[CH:19][CH:20]=2)[NH:17][C:16]([C:21]([N:23]2[CH2:28][CH2:27][N:26]([C:29]4[C:34]([NH:35][CH:36]([CH3:38])[CH3:37])=[CH:33][CH:32]=[CH:31][N:30]=4)[CH2:25][CH2:24]2)=[O:22])=[CH:15]3)(=[O:10])=[O:9])C(=O)C2=CC=CC=C12.C1(=O)N(CCS(NC2(C(C3CNCCC3N(C)C3C(NC(C)C)=CC=CN=3)=O)C=C3C(C=CC=C3)=N2)(=O)=O)C(=O)C2=CC=CC=C12>>[NH2:5][CH2:6][CH2:7][S:8]([NH:11][C:12]1[CH:13]=[C:14]2[C:18](=[CH:19][CH:20]=1)[NH:17][C:16]([C:21]([N:23]1[CH2:24][CH2:25][N:26]([C:29]3[C:34]([NH:35][CH:36]([CH3:38])[CH3:37])=[CH:33][CH:32]=[CH:31][N:30]=3)[CH2:27][CH2:28]1)=[O:22])=[CH:15]2)(=[O:9])=[O:10]. Procedure details: Following the general procedure of EXAMPLE 32, and making non-critical variations but substituting 1-[5-(2-phthalimidoethanesulfonamido)indole-2-carbonyl]-4-[3-(1-methylethylamino)-2-pyridinyl]piperazine (EXAMPLE 33, 605 mg) for 1-[5-(2-(phthalimidoethanesulfonamido)indole -2-carbonyl]-4-[N -methyl-N-(3-(1-methylethylamino)-2pyridinyl)amino]-piperidine, the title compound is obtained, NMR (CDCl3) 10.62, 7.68, 7.55, 7.25, 7.07, 6.93, 6.84, 6.69, 4.20, 4.04, 3.90-3.50, 3.14 and 1.25 δ. Starting materials: Cl (hydrogen chloride), [OH-].[Na+] (sodium hydroxide), C(CCC)OC1=NC(=C2N=C(N(C2=N1)CC1COCC1)OC)N (2-Butoxy-8-methoxy-9-(tetrahydrofuran-3-ylmethyl)-9H-purin-6-amine), O (Water), O (water). Solvent: O1CCOCC1 (1,4-dioxane), CO (methanol), CO (methanol). Run at time 4 hour. Product: NC1=C2NC(N(C2=NC(=N1)OCCCC)CC1COCC1)=O (6-Amino-2-butoxy-9-(tetrahydrofuran-3-ylmethyl)-7,9-dihydro-8H-purin-8-one). The yield is 66.8%. Reaction SMILES: [CH2:1]([O:5][C:6]1[N:14]=[C:13]2[C:9]([N:10]=[C:11]([O:21]C)[N:12]2[CH2:15][CH:16]2[CH2:20][CH2:19][O:18][CH2:17]2)=[C:8]([NH2:23])[N:7]=1)[CH2:2][CH2:3][CH3:4].Cl.O.[OH-].[Na+]>CO.O1CCOCC1>[NH2:23][C:8]1[N:7]=[C:6]([O:5][CH2:1][CH2:2][CH2:3][CH3:4])[N:14]=[C:13]2[C:9]=1[NH:10][C:11](=[O:21])[N:12]2[CH2:15][CH:16]1[CH2:20][CH2:19][O:18][CH2:17]1 |f:3.4|. Procedure: 2-Butoxy-8-methoxy-9-(tetrahydrofuran-3-ylmethyl)-9H-purin-6-amine (97 mg) was dissolved in methanol (2 mL) and treated with 4N hydrogen chloride in 1,4-dioxane (1 mL). The reaction mixture was stirred for 4 hours. The reaction was stripped to dryness. Water (2 mL) and methanol (15 mL) was added to the residue and then neutralised by the addition of 2N sodium hydroxide solution. The above was stripped to near dryness (small quantity of water remaining) and the solid thus obtained was filtered (t... Reactants: ClC1=NC=CC(=N1)Cl (2,4-dichloro-pyrimidine), [1,1′-bis(diphenyl-phosphino)ferrocene]dichloropalladium(II), ClCCl (dichloromethane), C([O-])([O-])=O.[Na+].[Na+] (sodium carbonate), S1C2=C(C=C1)C=CC=C2C2=CC(=NC=C2)Cl (4-benzo[b]thiophen-7-yl-2-chloro-pyridine), C(C)(C)OB(OC(C)C)OC(C)C (triisopropylborate), C(C)(C)[N-]C(C)C.[Li+] (lithium diisopropylamide). The solvent is C(Cl)(Cl)Cl.C(C)(C)O (chloroform isopropanol), O (water), C1CCOC1 (THF), C1CCOC1 (THF). Reaction conditions: time 1 hour. Product: ClC1=NC=CC(=N1)C1=CC2=C(S1)C(=CC=C2)C2=CC(=NC=C2)Cl (2-Chloro-4-[7-(2-chloro-pyridin-4-yl)-benzo[b]thiophen-2-yl]-pyrimidine). The yield is 68.3%. RXN SMILES: [S:1]1[CH:5]=[CH:4][C:3]2[CH:6]=[CH:7][CH:8]=[C:9]([C:10]3[CH:15]=[CH:14][N:13]=[C:12]([Cl:16])[CH:11]=3)[C:2]1=2.C(OB(OC(C)C)OC(C)C)(C)C.C([N-]C(C)C)(C)C.[Li+].[Cl:38][C:39]1[N:44]=[C:43](Cl)[CH:42]=[CH:41][N:40]=1.ClCCl.C(=O)([O-])[O-].[Na+].[Na+]>C1COCC1.C(Cl)(Cl)Cl.C(O)(C)C.O>[Cl:38][C:39]1[N:44]=[C:43]([C:5]2[S:1][C:2]3[C:9]([C:10]4[CH:15]=[CH:14][N:13]=[C:12]([Cl:16])[CH:11]=4)=[CH:8][CH:7]=[CH:6][C:3]=3[CH:4]=2)[CH:42]=[CH:41][N:40]=1 |f:2.3,6.7.8,10.11|. Procedure details: In a 500 mL round bottom flask, cool a solution of 4-benzo[b]thiophen-7-yl-2-chloro-pyridine (13 g, 53.1 mmol) and triisopropylborate (20 g, 106 mmol) in THF (150 mL) to −70° under nitrogen. To the cooled solution, add lithium diisopropylamide (2 M in THF, 53 mL, 106 mmol) gradually over a period of 30 min. Stir the mixture continually for an additional 1 hour in the cooling bath. Gradually transfer the mixture into a refluxing solution of 2,4-dichloro-pyrimidine (12 g, 106 mmol), [1,1′-bis(diph... Yield: 66.6%. Reagents/catalysts: [Pd] (palladium-on-charcoal). Yields the product N1N=NC(=C1)CCC(=O)O (3-(1H[1,2,3]triazol-4-yl)propanoic acid). The solvent is CO (methanol). RXN SMILES: C([N:8]1[CH:12]=[C:11]([CH2:13][CH2:14][C:15]([OH:17])=[O:16])[N:10]=[N:9]1)C1C=CC=CC=1.[H][H]>CO.[Pd]>[NH:8]1[CH:12]=[C:11]([CH2:13][CH2:14][C:15]([OH:17])=[O:16])[N:10]=[N:9]1. Reaction conditions: temperature 60 celsius, time 16 hour. Procedure details: 39 mg of palladium-on-charcoal at 10% are added to a solution containing 390 mg (1.7 mmol) of 3-(1-benzyl-1H[1,2,3]triazol-4-yl)propanoic acid in 3 ml of methanol. The reaction mixture is placed under 10 bar of hydrogen pressure and stirred at 60° C. for 16 hours. After filtration through celite, the solvents are evaporated off and the residue is purified by silica gel chromatography (eluent 95/5 dichloro-methane/methanol). 159.8 mg of 3-(1H[1,2,3]triazol-4-yl)propanoic acid are obtained in the ... Starting materials: C(C1=CC=CC=C1)N1N=NC(=C1)CCC(=O)O (3-(1-benzyl-1H[1,2,3]triazol-4-yl)propanoic acid), [H][H] (hydrogen). Starting materials: I(=O)(=O)(=O)[O-].[Na+] (Sodium metaperiodate), OC1(CCCCC1)CCN1C(SCC1=O)CCCC1=CC=C(C(=O)O)C=C1 (4-{3-[3-[2-(1-hydroxycyclohexyl)ethyl]-4-oxo-2-thiazolidinyl]propyl}benzoic acid). The solvent is CO (methanol), O (water). Product: OC1(CCCCC1)CCN1C(S(CC1=O)=O)CCCC1=CC=C(C(=O)O)C=C1 (4-{3-[3-[2-(1-Hydroxycyclohexyl)ethyl]-1,4-dioxo-2-thiazolidinyl]propyl}benzoic Acid). RXN SMILES: I([O-])(=O)(=O)=[O:2].[Na+].[OH:7][C:8]1([CH2:14][CH2:15][N:16]2[C:20](=[O:21])[CH2:19][S:18][CH:17]2[CH2:22][CH2:23][CH2:24][C:25]2[CH:33]=[CH:32][C:28]([C:29]([OH:31])=[O:30])=[CH:27][CH:26]=2)[CH2:13][CH2:12][CH2:11][CH2:10][CH2:9]1>CO.O>[OH:7][C:8]1([CH2:14][CH2:15][N:16]2[C:20](=[O:21])[CH2:19][S:18](=[O:2])[CH:17]2[CH2:22][CH2:23][CH2:24][C:25]2[CH:26]=[CH:27][C:28]([C:29]([OH:31])=[O:30])=[CH:32][CH:33]=2)[CH2:9][CH2:10][CH2:11][CH2:12][CH2:13]1 |f:0.1|. Procedure details: Sodium metaperiodate (0.75 g., 3.5 mmoles) is added to a cold (0°-5° C.) solution of 4-{3-[3-[2-(1-hydroxycyclohexyl)ethyl]-4-oxo-2-thiazolidinyl]propyl}benzoic acid (1.33 g., 3.4 mmoles) in methanol (20 ml.) and water (5 ml.). The resulting mixture is stirred without further cooling for 16 hours. The precipitated solid is then removed by filtration. The filtrate is diluted with water and extracted with chloroform. The organic extract is washed with brine, dried over sodium sulfate, and evaporat... Starting materials: CN1C(=O)N(C=2N=CN(C2C1=O)CCCCCCBr)C (1,3-dimethyl-7-(6-bromohexyl)-xanthine), C(C)(=O)[O-].[K+] (potassium acetate), N1C(=O)NC=2N=CNC2C1=O (xanthine), [I-].[K+] (potassium iodide). Solvent: C(C)(=O)OC(C)=O (acetic anhydride), C(C)(=O)O (acetic acid). Yields the product CN1C(=O)N(C=2N=CN(C2C1=O)CCCCCCO)C (1,3-dimethyl-7-(6-hydroxyhexyl)-xanthine). Reaction SMILES: [CH3:1][N:2]1[C:11](=[O:12])[C:10]2[N:9]([CH2:13][CH2:14][CH2:15][CH2:16][CH2:17][CH2:18]Br)[CH:8]=[N:7][C:6]=2[N:5]([CH3:20])[C:3]1=[O:4].C([O-])(=[O:23])C.[K+].N1C(=O)C2NC=NC=2NC1=O.[I-].[K+]>C(OC(=O)C)(=O)C.C(O)(=O)C>[CH3:1][N:2]1[C:11](=[O:12])[C:10]2[N:9]([CH2:13][CH2:14][CH2:15][CH2:16][CH2:17][CH2:18][OH:23])[CH:8]=[N:7][C:6]=2[N:5]([CH3:20])[C:3]1=[O:4] |f:1.2,4.5|. Procedure details: 1,3-dimethyl-7-(6-bromohexyl)-xanthine is refluxed overnight with a sixfold molar excess of potassium acetate with the addition of catalytic quantities, such as 2 mol percent, referred to the xanthine, of potassium iodide in a mixture of 5 ml of acetic anhydride and 200 ml of glacial acetic acid. The solvent is evaporated in vacuo. The residue is dissolved in water and the pH of the solution is adjusted to a value of 7 with 4N sodium hydroxide. The solution is then extracted with chloroform. The... Reactants: C1=CCCCC1, CCO, O=C(Nc1ccc(-c2c[nH]c(=O)cn2)cc1)c1cccc([N+](=O)[O-])c1. Product: Nc1cccc(C(=O)Nc2ccc(-c3c[nH]c(=O)cn3)cc2)c1. RXN SMILES: [CH2:26]1[CH2:27][CH:28]=[CH:29][CH2:30][CH2:31]1.[CH3:32][CH2:33][OH:34].[N+:1]([O-:2])(=[O:3])[c:4]1[cH:5][c:6]([C:7](=[O:8])[NH:9][c:10]2[cH:11][cH:12][c:13](-[c:16]3[n:17][cH:18][c:19](=[O:22])[nH:20][cH:21]3)[cH:14][cH:15]2)[cH:23][cH:24][cH:25]1>>[NH2:1][c:4]1[cH:5][c:6]([C:7](=[O:8])[NH:9][c:10]2[cH:11][cH:12][c:13](-[c:16]3[n:17][cH:18][c:19](=[O:22])[nH:20][cH:21]3)[cH:14][cH:15]2)[cH:23][cH:24][cH:25]1. Starting materials: C1COCCO1, CCN, Nc1nc(N)nc(Cl)n1, [Na+], [OH-], O. The product is CCNc1nc(N)nc(N)n1. Reaction SMILES: [CH2:13]1[O:14][CH2:15][CH2:16][O:17][CH2:18]1.[CH3:10][CH2:11][NH2:12].[NH2:1][c:2]1[n:3][c:4]([Cl:9])[n:5][c:6]([NH2:8])[n:7]1.[Na+:20].[OH-:19].[OH2:21]>>[NH2:1][c:2]1[n:3][c:4]([NH:12][CH2:11][CH3:10])[n:5][c:6]([NH2:8])[n:7]1. Starting materials: C(=O)OC(C(=O)NC1[C@@H]2N(C(=C(CS2)C(C)=O)C(=O)OC(C2=CC=CC=C2)C2=CC=CC=C2)C1=O)C1=CC=CC=C1 (benzhydryl 7-(2-formyloxy-2-phenylacetamido)-3-acetyl-3-cephem-4-carboxylate), CCCCCCC (n-heptane), C1(=CC=CC=C1)OC (anisole), FC(C(=O)O)(F)F (trifluoroacetic acid). The solvent is CC(=O)C (acetone). Reaction conditions: temperature 5 celsius. The product is C(=O)OC(C(=O)NC1[C@@H]2N(C(=C(CS2)C(C)=O)C(=O)O)C1=O)C1=CC=CC=C1 (7-(2-Formyloxy-2-phenylacetamido)-3-acetyl-3-cephem-4-carboxylic acid). Yield: 99.3%. RXN SMILES: [CH:1]([O:3][CH:4]([C:36]1[CH:41]=[CH:40][CH:39]=[CH:38][CH:37]=1)[C:5]([NH:7][CH:8]1[C:34](=[O:35])[N:10]2[C:11]([C:18]([O:20]C(C3C=CC=CC=3)C3C=CC=CC=3)=[O:19])=[C:12]([C:15](=[O:17])[CH3:16])[CH2:13][S:14][C@H:9]12)=[O:6])=[O:2].C1(OC)C=CC=CC=1.FC(F)(F)C(O)=O.CCCCCCC>CC(C)=O>[CH:1]([O:3][CH:4]([C:36]1[CH:41]=[CH:40][CH:39]=[CH:38][CH:37]=1)[C:5]([NH:7][CH:8]1[C:34](=[O:35])[N:10]2[C:11]([C:18]([OH:20])=[O:19])=[C:12]([C:15](=[O:17])[CH3:16])[CH2:13][S:14][C@H:9]12)=[O:6])=[O:2]. Procedure details: To a cooled (5° C.), stirred slurry of 0.194 g. of benzhydryl 7-(2-formyloxy-2-phenylacetamido)-3-acetyl-3-cephem-4-carboxylate in 10 ml. of anisole was added 1 ml. of cold trifluoroacetic acid. After allowing the reaction mixture to stir with cooling for 15 minutes, 30 ml. of n-heptane was added and the resulting solution was evaporated in vacuo to a low volume. An additional 30 ml. of n-heptane was added, and the resulting solution was stirred with cooling in an ice bath for 5 minutes. The sol... Starting materials: [Al+3], C[SiH](C)Cl, CC(C)=C(C)C, [Cl-], [Cl-], [Cl-]. Product: CC(C)C(C)(C)[Si](C)(C)Cl. RXN SMILES: [Al+3:6].[CH3:1][SiH:2]([Cl:3])[CH3:4].[CH3:9][C:10](=[C:11]([CH3:12])[CH3:13])[CH3:14].[Cl-:5].[Cl-:7].[Cl-:8]>>[CH3:1][Si:2]([Cl:3])([CH3:4])[C:10]([CH3:9])([CH:11]([CH3:12])[CH3:13])[CH3:14].